This data is from the Open Reaction Database (ORD), a public repository of structured organic reaction records. The task is: describe an organic reaction: reactants, conditions, products, and yield The reactants are CN(C(CC(C=O)(C1=CC=CC=C1)C1=CC=CC=C1)C)C (4-dimethylamino-2,2-diphenylpentanal), CCCC (DME), P([O-])([O-])=O (phosphonate), CC(C)(C(=O)[O-])P(=O)(O)OC (trimethylphosphonoacetate), [H-].[Na+] (sodium hydride), CCCC (1,2-dimethylethane), CCCC (DME). Solvent: O (Water). Run at time 30 minute. Yields the product CN(C(CC(C=CC(=O)OC)(C1=CC=CC=C1)C1=CC=CC=C1)C)C (methyl 6-dimethylamino-4,4-diphenyl-2-heptenoate). As a reaction SMILES: P(=O)([O-])[O-].C[C:6](P(OC)(O)=O)([C:8]([O-:10])=[O:9])[CH3:7].[H-].[Na+].[CH3:18][N:19]([CH3:38])[CH:20]([CH3:37])[CH2:21][C:22]([C:31]1[CH:36]=[CH:35][CH:34]=[CH:33][CH:32]=1)([C:25]1[CH:30]=[CH:29][CH:28]=[CH:27][CH:26]=1)C=O.[CH3:39]CCC>O>[CH3:38][N:19]([CH3:18])[CH:20]([CH3:37])[CH2:21][C:22]([C:25]1[CH:30]=[CH:29][CH:28]=[CH:27][CH:26]=1)([C:31]1[CH:32]=[CH:33][CH:34]=[CH:35][CH:36]=1)[CH:7]=[CH:6][C:8]([O:10][CH3:39])=[O:9] |f:2.3|. Reported procedure: The phosphonate anion was generated by dropwise addition of a solution of trimethylphosphonoacetate (182 mg) in 1,2-dimethylethane (DME, 1 ml) to a slurry of 80% sodium hydride (24 mg, prewashed with hexane) in DME (3 ml). After stirring at room temperature for 30 min, a solution of 4-dimethylamino-2,2-diphenylpentanal (281 mg), as prepared in Example 1, in DME (1 ml) was added slowly. The mixture was allowed to stir for 24 hours. Water was added, and the aqueous mixture was extracted with ethyl... Reaction SMILES: [C:1]([CH3:2])(=[O:3])[O:4][CH2:5][CH:6]([CH3:7])[n:8]1[c:9](=[O:22])[c:10]2[cH:11][cH:12][c:13]([CH3:21])[c:14]([N+:18]([O-:19])=[O:20])[c:15]2[cH:16][cH:17]1.[CH3:23][CH2:24][OH:25].[Cl-:26].[Fe:29].[NH4+:27].[OH2:28]>>[C:1]([CH3:2])(=[O:3])[O:4][CH2:5][CH:6]([CH3:7])[n:8]1[c:9](=[O:22])[c:10]2[cH:11][cH:12][c:13]([CH3:21])[c:14]([NH2:18])[c:15]2[cH:16][cH:17]1. The reactants are CC(=O)OCC(C)n1ccc2c([N+](=O)[O-])c(C)ccc2c1=O, CCO, [Cl-], [Fe], [NH4+], O. Product: CC(=O)OCC(C)n1ccc2c(N)c(C)ccc2c1=O. Reactants: O(C1=CC=CC=C1)C1=CC(=C(C(=O)OC(C)(C)C)C=C1)NC(=O)C=1C=NC(=CC1)N1CCCCC1 (tert-butyl 4-phenoxy-2-(6-(piperidin-1-yl)pyridine-3-carboxamido)benzoate). The solvent is FC(C(=O)O)(F)F (trifluoroacetic acid). Reaction conditions: time 2 hour. Product: O(C1=CC=CC=C1)C1=CC(=C(C(=O)O)C=C1)NC(=O)C=1C=NC(=CC1)N1CCCCC1 (4-phenoxy-2-(6-(piperidin-1-yl)pyridine-3-carboxamido)benzoic acid). RXN SMILES: [O:1]([C:8]1[CH:20]=[CH:19][C:11]([C:12]([O:14]C(C)(C)C)=[O:13])=[C:10]([NH:21][C:22]([C:24]2[CH:25]=[N:26][C:27]([N:30]3[CH2:35][CH2:34][CH2:33][CH2:32][CH2:31]3)=[CH:28][CH:29]=2)=[O:23])[CH:9]=1)[C:2]1[CH:7]=[CH:6][CH:5]=[CH:4][CH:3]=1>FC(F)(F)C(O)=O>[O:1]([C:8]1[CH:20]=[CH:19][C:11]([C:12]([OH:14])=[O:13])=[C:10]([NH:21][C:22]([C:24]2[CH:25]=[N:26][C:27]([N:30]3[CH2:31][CH2:32][CH2:33][CH2:34][CH2:35]3)=[CH:28][CH:29]=2)=[O:23])[CH:9]=1)[C:2]1[CH:7]=[CH:6][CH:5]=[CH:4][CH:3]=1. Procedure details: 10 mL of trifluoroacetic acid was added to the obtained tert-butyl 4-phenoxy-2-(6-(piperidin-1-yl)pyridine-3-carboxamido)benzoate and stirred at room temperature for 2 hours. The solvent was evaporated under reduced pressure and water was added and pH was adjusted to pH 6.5 with a saturated sodium hydrogen carbonate aqueous solution. A solid substance was separated by filtration to obtain 23 mg of 4-phenoxy-2-(6-(piperidin-1-yl)pyridine-3-carboxamido)benzoic acid as whine solid. The reactants are BrCCBr, CS(C)=O, COC(=O)c1cccc(CC#N)c1Cl, [H-], [Na+]. Product: COC(=O)c1cccc(C2(C#N)CC2)c1Cl. As a reaction SMILES: [Br:17][CH2:18][CH2:19][Br:20].[CH3:21][S:22](=[O:23])[CH3:24].[Cl:1][c:2]1[c:3]([C:4](=[O:5])[O:6][CH3:7])[cH:8][cH:9][cH:10][c:11]1[CH2:12][C:13]#[N:14].[H-:15].[Na+:16]>>[Cl:1][c:2]1[c:3]([C:4](=[O:5])[O:6][CH3:7])[cH:8][cH:9][cH:10][c:11]1[C:12]1([C:13]#[N:14])[CH2:18][CH2:19]1. Starting materials: C(C)(C)OC(C)C (diisopropyl ether), Cl (hydrochloric acid), C(=O)(O)CCC[C@]12C(NC=3C=CC=C(C13)CCC2)=O ((S)-2a-(3-carboxypropyl)-2a,3,4,5-tetrahydro-1H-benz[cd]indol-2-one). The solvent is CO (methanol). Conditions: time 2 day. Yields the product COC(=O)CCC[C@]12C(NC=3C=CC=C(C13)CCC2)=O ((S)-2a-(3-methoxycarbonylpropyl)-2a,3,4,5-tetrahydro-1H-benz[cd]indol-2-one). The yield is 93.0%. As a reaction SMILES: [C:1]([CH2:4][CH2:5][CH2:6][C@@:7]12[CH2:18][CH2:17][CH2:16][C:14]3[C:15]1=[C:10]([CH:11]=[CH:12][CH:13]=3)[NH:9][C:8]2=[O:19])([OH:3])=[O:2].Cl.[CH:21](OC(C)C)(C)C>CO>[CH3:21][O:2][C:1]([CH2:4][CH2:5][CH2:6][C@@:7]12[CH2:18][CH2:17][CH2:16][C:14]3[C:15]1=[C:10]([CH:11]=[CH:12][CH:13]=3)[NH:9][C:8]2=[O:19])=[O:3]. Procedure: (S)-2a-(3-carboxypropyl)-2a,3,4,5-tetrahydro-1H-benz[cd]indol-2-one (7.00 g, 27 mmol) was dissolved in methanol (200 ml). Then, 36% hydrochloric acid 0.1 ml was added thereto and stirred at room temperature for two days. The solvent was evaporated from the reaction mixture, and ethyl acetate and water were added to the resulting residue. A reaction product was extracted with ethyl acetate, and the extracted product was washed with saturated saline solution, successively dried over anhydrous sodi... Reactants: BrC=1C=C2C=CNC(C2=CC1)=O (6-Bromo-2H-isoquinolin-1-one), C([O-])([O-])=O.[K+].[K+] (potassium carbonate), ClCC1=CC=C(C=C1)S(=O)(=O)C (1-(chloromethyl)-4-(methylsulfonyl)benzene), CN(C)C=O (DMF). Run in O (water). Run at temperature 50 celsius. Product: BrC=1C=C2C=CN(C(C2=CC1)=O)CC1=CC=C(C=C1)S(=O)(=O)C (6-Bromo-2-(4-methanesulfonyl-benzyl)-2H-isoquinolin-1-one). Isolated yield 38.1%. As a reaction SMILES: [Br:1][C:2]1[CH:3]=[C:4]2[C:9](=[CH:10][CH:11]=1)[C:8](=[O:12])[NH:7][CH:6]=[CH:5]2.C(=O)([O-])[O-].[K+].[K+].Cl[CH2:20][C:21]1[CH:26]=[CH:25][C:24]([S:27]([CH3:30])(=[O:29])=[O:28])=[CH:23][CH:22]=1.CN(C=O)C>O>[Br:1][C:2]1[CH:3]=[C:4]2[C:9](=[CH:10][CH:11]=1)[C:8](=[O:12])[N:7]([CH2:20][C:21]1[CH:22]=[CH:23][C:24]([S:27]([CH3:30])(=[O:29])=[O:28])=[CH:25][CH:26]=1)[CH:6]=[CH:5]2 |f:1.2.3|. Procedure details: A mixture of intermediate 1 (3.0 g), potassium carbonate (3.70 g), 1-(chloromethyl)-4-(methylsulfonyl)benzene (2.74 g) and DMF (20 mL) was heated at 50° C. for 24 hours. The mixture was allowed to cool then poured into water (50 mL) and extracted with dichloromethane (100 mL). The extracts were combined, evaporated under reduced pressure and the residue purified (SiO2 chromatography, eluting with 2% methanol in dichloromethane) to give the sub-titled compound (2.0 g). Starting materials: C1(=CC=C(C=C1)CCN)C (2-(p-tolyl)ethanamine), FC1=CC=C(CN2C(=CC3=CC=CC=C23)C(=O)N2CCC(CC2)C=O)C=C1 (1-(1-(4-fluorobenzyl)-1H-indole-2-carbonyl)piperidine-4-carbaldehyde), C(#N)[BH3-].[Na+] (sodium cyanoborohydride), C(C)(=O)O (acetic acid). The solvent is C1CCOC1 (THF), C1CCOC1 (THF). Run at time 14 hour. The product is FC1=CC=C(CN2C(=CC3=CC=CC=C23)C(=O)N2CCC(CC2)CNCCC2=CC=C(C=C2)C)C=C1 ((1-(4-fluorobenzyl)-1H-indol-2-yl)(4-(((4-methylphenethyl)amino)methyl)piperidin-1-yl)methanone). As a reaction SMILES: [F:1][C:2]1[CH:27]=[CH:26][C:5]([CH2:6][N:7]2[C:15]3[C:10](=[CH:11][CH:12]=[CH:13][CH:14]=3)[CH:9]=[C:8]2[C:16]([N:18]2[CH2:23][CH2:22][CH:21]([CH:24]=O)[CH2:20][CH2:19]2)=[O:17])=[CH:4][CH:3]=1.[C:28]1([CH3:37])[CH:33]=[CH:32][C:31]([CH2:34][CH2:35][NH2:36])=[CH:30][CH:29]=1.C([BH3-])#N.[Na+].C(O)(=O)C>C1COCC1>[F:1][C:2]1[CH:27]=[CH:26][C:5]([CH2:6][N:7]2[C:15]3[C:10](=[CH:11][CH:12]=[CH:13][CH:14]=3)[CH:9]=[C:8]2[C:16]([N:18]2[CH2:23][CH2:22][CH:21]([CH2:24][NH:36][CH2:35][CH2:34][C:31]3[CH:32]=[CH:33][C:28]([CH3:37])=[CH:29][CH:30]=3)[CH2:20][CH2:19]2)=[O:17])=[CH:4][CH:3]=1 |f:2.3|. Procedure details: 1-(1-(4-fluorobenzyl)-1H-indole-2-carbonyl)piperidine-4-carbaldehyde (46 mg, 0.126 mmol) was dissolved in THF (2 mL) and 2-(p-tolyl)ethanamine (0.030 mL, 0.189 mmol) was added. The solution was stirred at rt for 10 h, at which time the THF was removed in vacuo and the residue dissolved in EtOH (5 mL), and sodium cyanoborohydride (24 mg, 0.349 mmol) and a catalytic drop of glacial acetic acid were added. Stirring was permitted for 14 h, at which time the solvent was removed in vacuo, the residue ... Reactants: C(C)(C)(C)NS(=O)(=O)C=1SC(=CC1)C1=CC(=CC=C1)C1=NC(=CC(=N1)C(F)(F)F)C1=C(C=C(C=C1)C(F)(F)F)F (N-tert-butyl-5-{3-[6-(2-fluoro-4-trifluoromethylphenyl)-4-trifluoromethyl-pyrimidin-2-yl]-phenyl}-thiophene-2-sulfonic acid amide), C(=O)(C(F)(F)F)O (TFA). Run in ClCCl (dichloromethane). Reaction conditions: time 15 hour. Yields the product FC1=C(C=CC(=C1)C(F)(F)F)C1=NC(=NC(=C1)C(F)(F)F)C=1C=C(C=CC1)C1=CC=C(S1)S(=O)(=O)N (5-{3-[4-(2-Fluoro-4-trifluoromethyl-phenyl)-6-trifluoromethyl-pyrimidin-2-yl]-phenyl}-thiophene-2-sulfonic acid amide). The yield is 59.0%. Reaction SMILES: C([NH:5][S:6]([C:9]1[S:10][C:11]([C:14]2[CH:19]=[CH:18][CH:17]=[C:16]([C:20]3[N:25]=[C:24]([C:26]([F:29])([F:28])[F:27])[CH:23]=[C:22]([C:30]4[CH:35]=[CH:34][C:33]([C:36]([F:39])([F:38])[F:37])=[CH:32][C:31]=4[F:40])[N:21]=3)[CH:15]=2)=[CH:12][CH:13]=1)(=[O:8])=[O:7])(C)(C)C.C(O)(C(F)(F)F)=O>ClCCl>[F:40][C:31]1[CH:32]=[C:33]([C:36]([F:39])([F:38])[F:37])[CH:34]=[CH:35][C:30]=1[C:22]1[CH:23]=[C:24]([C:26]([F:29])([F:27])[F:28])[N:25]=[C:20]([C:16]2[CH:15]=[C:14]([C:11]3[S:10][C:9]([S:6]([NH2:5])(=[O:7])=[O:8])=[CH:13][CH:12]=3)[CH:19]=[CH:18][CH:17]=2)[N:21]=1. Procedure: To a cooled and stirred solution of N-tert-butyl-5-{3-[6-(2-fluoro-4-trifluoromethylphenyl)-4-trifluoromethyl-pyrimidin-2-yl]-phenyl}-thiophene-2-sulfonic acid amide (0.43 g) in dichloromethane (6 ml) was added TFA (6 ml) and the reaction mixture was allowed to stir at room temperature for 15 h. The mixture was evaporated to dryness, poured into 2N Na2CO3 solution (25 ml) and extracted with ethyl acetate (3×50 ml). The combined organic layers were washed with brine (50 ml), dried (MgSO4) and eva... The reactants are C(C=C)C=1C=C(C=O)C=C(C1O)CC=C (3,5-di-(2-propenyl)-4-hydroxybenzaldehyde), S1C(=S)NC(=O)C1 (rhodanine), C(C)(=O)[O-].[Na+] (sodium acetate), resultant solution, ice water. Solvent: C(C)(=O)O (acetic acid). The product is C(C=C)C=1C=C(C=C(C1O)CC=C)C=C1C(NC(S1)=S)=O (5-[(3,5-di-2-propenyl-4-hydroxyphenyl)-methylene]-2-thioxo-4-thiazolidinone). Yield: 94.6%. Reaction SMILES: [CH2:1]([C:4]1[CH:5]=[C:6]([CH:9]=[C:10]([CH2:13][CH:14]=[CH2:15])[C:11]=1[OH:12])[CH:7]=O)[CH:2]=[CH2:3].[S:16]1[CH2:22][C:20](=[O:21])[NH:19][C:17]1=[S:18].C([O-])(=O)C.[Na+]>C(O)(=O)C>[CH2:1]([C:4]1[CH:5]=[C:6]([CH:7]=[C:22]2[S:16][C:17](=[S:18])[NH:19][C:20]2=[O:21])[CH:9]=[C:10]([CH2:13][CH:14]=[CH2:15])[C:11]=1[OH:12])[CH:2]=[CH2:3] |f:2.3|. Procedure details: 3,5-di-(2-propenyl)-4-hydroxybenzaldehyde (50.5 g), 36.6 g of rhodanine and 164 g of sodium acetate were heated together at reflux temperature in 1.25 liter of acetic acid for 14.5 hours. The resultant solution was cooled, poured into 2 liter of ice water to yield, upon separation, about 75 g of 5-[(3,5-di-2-propenyl-4-hydroxyphenyl)-methylene]-2-thioxo-4-thiazolidinone, m.p. 157°-160° C.